This data is from the Open Reaction Database (ORD), a public repository of structured organic reaction records. The task is: describe an organic reaction: reactants, conditions, products, and yield Starting materials: C1(=CC=CC=C1)C=1N=C(OC1C1=CC=CC=C1)[C@H](CC=C)O ((4S)-4-(4,5-diphenyloxazol-2-yl)-4-hydroxy-1-butene), C1(C=2C(C(N1)=O)=CC=CC2)=O (phthalimide), C1(=CC=CC=C1)P(C1=CC=CC=C1)C1=CC=CC=C1 (triphenylphosphine), N(=NC(=O)OCC)C(=O)OCC (diethyl azodiformate). Run in C1CCOC1 (THF). Reaction conditions: time 2 hour. Yields the product C1(=CC=CC=C1)C=1N=C(OC1C1=CC=CC=C1)[C@@H](CC=C)N1C(C=2C(C1=O)=CC=CC2)=O ((4R)-4-(4,5-diphenyloxazol-2-yl)-4-phthalimido-1-butene). The yield is 73.1%. RXN SMILES: [C:1]1([C:7]2[N:8]=[C:9]([C@@H:18](O)[CH2:19][CH:20]=[CH2:21])[O:10][C:11]=2[C:12]2[CH:17]=[CH:16][CH:15]=[CH:14][CH:13]=2)[CH:6]=[CH:5][CH:4]=[CH:3][CH:2]=1.[C:23]1(=[O:33])[NH:27][C:26](=[O:28])[C:25]2=[CH:29][CH:30]=[CH:31][CH:32]=[C:24]12.C1(P(C2C=CC=CC=2)C2C=CC=CC=2)C=CC=CC=1.N(C(OCC)=O)=NC(OCC)=O>C1COCC1>[C:1]1([C:7]2[N:8]=[C:9]([C@H:18]([N:27]3[C:26](=[O:28])[C:25]4=[CH:29][CH:30]=[CH:31][CH:32]=[C:24]4[C:23]3=[O:33])[CH2:19][CH:20]=[CH2:21])[O:10][C:11]=2[C:12]2[CH:17]=[CH:16][CH:15]=[CH:14][CH:13]=2)[CH:6]=[CH:5][CH:4]=[CH:3][CH:2]=1. Procedure details: To a solution of (4S)-4-(4,5-diphenyloxazol-2-yl)-4-hydroxy-1-butene (9.2 g) in THF (100 ml) were added phthalimide (7.0 g) and triphenylphosphine (12.5 g) and diethyl azodiformate (7.5 ml) at room temperature. The mixture was stirred for 2 hours at room temperature and partitioned between ethyl acetate and water. The organic layer was washed with 1N-HCl, water, sat. NaHCO3 and brine. The dried solvent was evaporated in vacuo and the residue was purified by chromatography on silica gel to give (... Starting materials: O=C1N(CCCC1)C=1C=C(C(=O)OC)C=CC1 (Methyl 3-(2-oxo-1-piperidinyl)benzoate), B.O1CCCC1 (borane tetrahydrofuran). As a reaction SMILES: O=[C:2]1[CH2:7][CH2:6][CH2:5][CH2:4][N:3]1[C:8]1[CH:9]=[C:10]([CH:15]=[CH:16][CH:17]=1)[C:11]([O:13][CH3:14])=[O:12].B.O1CCCC1>C1COCC1>[N:3]1([C:8]2[CH:9]=[C:10]([CH:15]=[CH:16][CH:17]=2)[C:11]([O:13][CH3:14])=[O:12])[CH2:4][CH2:5][CH2:6][CH2:7][CH2:2]1 |f:1.2|. Isolated yield 89.5%. Yields the product N1(CCCCC1)C=1C=C(C(=O)OC)C=CC1 (Methyl 3-(1-piperidinyl)benzoate). Reported procedure: The compound of Example 37 (640 mg, 2.75 mmol) was dissolved in dry THF (30 ml) and borane-tetrahydrofuran complex (5 ml, 1M solution in THF) was added. The mixture was stirred under nitrogen under reflux for 1 h, then cooled and evaporated. The residue was taken up in MeOH/acetic acid (6/1, v/v, 70 ml) and heated under reflux for 3 h, then evaporated and chromatographed (eluant 10% EtOAc in hexanes) to provide a colourless oil (540 mg, 90%). Solvent: C1CCOC1 (THF). Reactants: FC(OC1=CC=C(C=C1)O)(F)F (4-trifluoromethoxyphenol), C(=O)([O-])[O-].[K+].[K+] (K2CO3), BrCC1OC1 (2-(bromomethyl)oxirane). Conditions: temperature 59 celsius, time 36 hour. As a reaction SMILES: [F:1][C:2]([F:12])([F:11])[O:3][C:4]1[CH:9]=[CH:8][C:7]([OH:10])=[CH:6][CH:5]=1.C([O-])([O-])=O.[K+].[K+].Br[CH2:20][CH:21]1[CH2:23][O:22]1>CC(C)=O>[F:1][C:2]([F:11])([F:12])[O:3][C:4]1[CH:5]=[CH:6][C:7]([O:10][CH2:20][CH:21]2[CH2:23][O:22]2)=[CH:8][CH:9]=1 |f:1.2.3|. Yields the product FC(OC1=CC=C(OCC2OC2)C=C1)(F)F (2-{[4-(trifluoromethoxy)phenoxy]methyl}oxirane). Procedure: A mixture of 4-trifluoromethoxyphenol (0.152 mL, 1.17 mmol), K2CO3 (260 mg, 1.17 mmol) and 2-(bromomethyl)oxirane (76) (0.30 mL, 3.51 mmol) in anhydrous acetone (3 mL) was stirred in a sealed vial at 59° C. for 36 h. The resulting mixture was filtered, washing with CH2Cl2, and then the filtrate was evaporated to dryness and the residue was chromatographed on silica gel. Elution with 0-15% CH2Cl2/pentane firstly gave foreruns, and then further elution with 20-25% CH2Cl2/pentane gave 2-{[4-(triflu... The solvent is CC(=O)C (acetone). Reactants: CC(C)CC(=O)C.CCC(=O)C (MIBK MEK), C(C=C)(=O)OCC(COC(C=C)=O)(COCC(COC(C=C)=O)(COC(C=C)=O)COC(C=C)=O)CO (dipentaerythritol pentaacrylate), C(C=C)(=O)OCC(COC(C=C)=O)(COCC(COC(C=C)=O)(COC(C=C)=O)COC(C=C)=O)COC(C=C)=O (dipentaerythritol hexaacrylate). The reagents and catalysts are [O-2].[Zr+4].[O-2] (zirconium oxide), [O-2].[Zr+4].[O-2] (zirconium oxide). Solvent: C(C(C)C)C(=O)C (methyl isobutyl ketone). Yields the product C1CCC(CC1)(C(=O)C2=CC=CC=C2)O (Irgacure 184). Reaction SMILES: [CH3:1][CH:2]([CH2:4][C:5]([CH3:7])=[O:6])[CH3:3].[CH3:8][CH2:9][C:10]([CH3:12])=O.[C:13](OCC(CO)(COCC(COC(=O)C=C)(COC(=O)C=C)COC(=O)C=C)COC(=O)C=C)(=O)[CH:14]=[CH2:15].C(OCC(COC(=O)C=C)(COCC(COC(=O)C=C)(COC(=O)C=C)COC(=O)C=C)COC(=O)C=C)(=[O:53])C=C>[O-2].[Zr+4].[O-2].C(C(C)=O)C(C)C>[CH2:9]1[CH2:10][CH2:12][C:5]([OH:6])([C:4]([C:2]2[CH:3]=[CH:15][CH:14]=[CH:13][CH:1]=2)=[O:53])[CH2:7][CH2:8]1 |f:0.1,4.5.6|. Procedure: To 10.0 parts by mass of a hard coating agent containing ZrO2 fine particles (DeSolite Z7404 produced by JSR Corp. [refractive index: 1.72, solids concentration: 60 mass %, particulate zirconium oxide content: 70 mass % (with respect to the solids content), average size of particulate zirconium oxide: around 20 nm, solvent composition: MIBK/MEK=9/1]), 3.0 parts by mass of a mixture of dipentaerythritol pentaacrylate and dipentaerythritol hexaacrylate mixture (DPHA), 0.1 parts by mass of a photop... Starting materials: CC#N, COCCN1C(=O)C(Cl)=C(c2ccccc2)C1=O, Nc1ccc(N2CCOCC2)cc1. Yields the product COCCN1C(=O)C(Nc2ccc(N3CCOCC3)cc2)=C(c2ccccc2)C1=O. As a reaction SMILES: [CH3:32][C:33]#[N:34].[Cl:1][C:2]1=[C:6]([c:7]2[cH:8][cH:9][cH:10][cH:11][cH:12]2)[C:5](=[O:13])[N:4]([CH2:14][CH2:15][O:16][CH3:17])[C:3]1=[O:18].[O:19]1[CH2:20][CH2:21][N:22]([c:25]2[cH:26][cH:27][c:28]([NH2:29])[cH:30][cH:31]2)[CH2:23][CH2:24]1>>[C:2]1([NH:29][c:28]2[cH:27][cH:26][c:25]([N:22]3[CH2:21][CH2:20][O:19][CH2:24][CH2:23]3)[cH:31][cH:30]2)=[C:6]([c:7]2[cH:8][cH:9][cH:10][cH:11][cH:12]2)[C:5](=[O:13])[N:4]([CH2:14][CH2:15][O:16][CH3:17])[C:3]1=[O:18]. Reactants: [OH-].[Na+] (sodium hydroxide), ( E ), CN(C1=CC(=C(C=C1)C=C(C(=O)OCC)C)[N+](=O)[O-])C (ethyl 3-(4-dimethylamino-2-nitrophenyl)-2-methyl-2-propenate). Solvent: CO (methanol). Reaction conditions: temperature 45 celsius, time 5.5 hour. Yields the product CN(C1=CC(=C(C=C1)C=C(C(=O)O)C)[N+](=O)[O-])C (3-(4-dimethylamino-2-nitrophenyl)-2-methyl-2-propenoic acid), crystal. Isolated yield 89.7%. RXN SMILES: [CH3:1][N:2]([CH3:20])[C:3]1[CH:8]=[CH:7][C:6]([CH:9]=[C:10]([CH3:16])[C:11]([O:13]CC)=[O:12])=[C:5]([N+:17]([O-:19])=[O:18])[CH:4]=1.[OH-].[Na+]>CO>[CH3:20][N:2]([CH3:1])[C:3]1[CH:8]=[CH:7][C:6]([CH:9]=[C:10]([CH3:16])[C:11]([OH:13])=[O:12])=[C:5]([N+:17]([O-:19])=[O:18])[CH:4]=1 |f:1.2|. Reported procedure: Into 150 ml of methanol, 15.0 g (53.9 mmol) of (E) ethyl 3-(4-dimethylamino-2-nitrophenyl)-2-methyl-2-propenate were dissolved; and, with 3.2 g (80 mmol) of sodium hydroxide being added thereto, the mixture was stirred at 45° C. for 5.5 hours. After the solvent was evaporated from the reaction liquid under a reduced pressure, the residue was dissolved in 100 ml of water. Thus obtained solution was adjusted to neutral with 2-N hydrochloric acid being added thereto. The precipitated crystal was fi... Procedure details: To a solution of 6-[(2-aminobutyl)amino]-4-[(6-methylpyridin-2-yl)amino]pyridine-3-carbonitrile (24 mg, 0.081 mmol) in DMSO (1 mL) was added hydrogen peroxide (35% aqueous solution, 0.071 mL, 0.81 mmol) and potassium hydroxide (45 mg, 0.81 mmol). The reaction mixture was stirred for 16 hours, and then was filtered and purified directly via reverse phase HPLC (acetonitrile/water with 0.1% TFA, linear gradient) to afford 6-[(2-aminobutyl)amino]-4-[(6-methylpyridin-2-yl)amino]pyridine-3-carboxamide... RXN SMILES: [NH2:1][CH:2]([CH2:21][CH3:22])[CH2:3][NH:4][C:5]1[N:10]=[CH:9][C:8]([C:11]#[N:12])=[C:7]([NH:13][C:14]2[CH:19]=[CH:18][CH:17]=[C:16]([CH3:20])[N:15]=2)[CH:6]=1.[OH:23]O.[OH-].[K+]>CS(C)=O>[NH2:1][CH:2]([CH2:21][CH3:22])[CH2:3][NH:4][C:5]1[N:10]=[CH:9][C:8]([C:11]([NH2:12])=[O:23])=[C:7]([NH:13][C:14]2[CH:19]=[CH:18][CH:17]=[C:16]([CH3:20])[N:15]=2)[CH:6]=1 |f:2.3|. Run at time 16 hour. Yields the product NC(CNC1=CC(=C(C=N1)C(=O)N)NC1=NC(=CC=C1)C)CC (6-[(2-aminobutyl)amino]-4-[(6-methylpyridin-2-yl)amino]pyridine-3-carboxamide). Solvent: CS(=O)C (DMSO). Reactants: NC(CNC1=CC(=C(C=N1)C#N)NC1=NC(=CC=C1)C)CC (6-[(2-aminobutyl)amino]-4-[(6-methylpyridin-2-yl)amino]pyridine-3-carbonitrile), OO (hydrogen peroxide), [OH-].[K+] (potassium hydroxide). Reactants: C(C1=CC=CC=C1)OC(=O)NC(C(=O)NC1=CC=C(C=C1)CC(=O)OCC)COC1OCCCC1 ((RS)-2-(benzyloxycarbonylamino)-N-(4-(ethoxycarbonylmethyl)phenyl)-3-(tetrahydropyran-2-yloxy)propanamide), BrC1=CC=C(C=C1)S(=O)(=O)Cl (4-bromobenzenesulfonyl chloride). Reagents/catalysts: [Pd] (Pd-C). The product is BrC1=CC=C(C=C1)S(=O)(=O)NC(C(=O)NC1=CC=C(C=C1)CC(=O)OCC)COC1OCCCC1 ((RS)-2-(4-bromobenzenesulfonyl-amino)-N-(4-(ethoxycarbonylmethyl) phenyl)-3-(tetrahydro-pyran-2-yloxy)propanamide). Yield: 67.2%. As a reaction SMILES: C(OC([NH:11][CH:12]([CH2:28][O:29][CH:30]1[CH2:35][CH2:34][CH2:33][CH2:32][O:31]1)[C:13]([NH:15][C:16]1[CH:21]=[CH:20][C:19]([CH2:22][C:23]([O:25][CH2:26][CH3:27])=[O:24])=[CH:18][CH:17]=1)=[O:14])=O)C1C=CC=CC=1.[Br:36][C:37]1[CH:42]=[CH:41][C:40]([S:43](Cl)(=[O:45])=[O:44])=[CH:39][CH:38]=1>[Pd]>[Br:36][C:37]1[CH:42]=[CH:41][C:40]([S:43]([NH:11][CH:12]([CH2:28][O:29][CH:30]2[CH2:35][CH2:34][CH2:33][CH2:32][O:31]2)[C:13]([NH:15][C:16]2[CH:17]=[CH:18][C:19]([CH2:22][C:23]([O:25][CH2:26][CH3:27])=[O:24])=[CH:20][CH:21]=2)=[O:14])(=[O:45])=[O:44])=[CH:39][CH:38]=1. Procedure: The procedure described in Example 15 was repeated, except that (RS)-2-(benzyloxycarbonylamino)-N-(4-(ethoxycarbonylmethyl)phenyl)-3-(tetrahydropyran-2-yloxy)propanamide (2.0 g) was hydrogenolyzed in the presence of 10% Pd-C, and then, reacted with 4-bromobenzenesulfonyl chloride (2.08 g) to obtain (RS)-2-(4-bromobenzenesulfonyl-amino)-N-(4-(ethoxycarbonylmethyl) phenyl)-3-(tetrahydro-pyran-2-yloxy)propanamide (1.58 g).